From a dataset of the Open Reaction Database (ORD), a public repository of structured organic reaction records. describe an organic reaction: reactants, conditions, products, and yield Reactants: B, C1CCOC1, COc1cc2c(cc1[N+](=O)[O-])C(=O)N(C)CC2. Yields the product COc1cc2c(cc1[N+](=O)[O-])CN(C)CC2. Reaction SMILES: [BH3:18].[CH2:19]1[O:20][CH2:21][CH2:22][CH2:23]1.[CH3:1][N:2]1[C:3](=[O:17])[c:4]2[cH:5][c:6]([N+:14](=[O:15])[O-:16])[c:7]([O:12][CH3:13])[cH:8][c:9]2[CH2:10][CH2:11]1>>[CH3:1][N:2]1[CH2:3][c:4]2[cH:5][c:6]([N+:14](=[O:15])[O-:16])[c:7]([O:12][CH3:13])[cH:8][c:9]2[CH2:10][CH2:11]1. Reactants: ClC1=NC2=CC=CC=C2C=C1 (2-Chloroquinoline), FC1=C(C=CC=C1)B(O)O (2-fluorophenylboronic acid), C(=O)([O-])[O-].[K+].[K+] (K2CO3). The reagents and catalysts are C1=CC=C(C=C1)P(C2=CC=CC=C2)C3=CC=CC=C3.C1=CC=C(C=C1)P(C2=CC=CC=C2)C3=CC=CC=C3.C1=CC=C(C=C1)P(C2=CC=CC=C2)C3=CC=CC=C3.C1=CC=C(C=C1)P(C2=CC=CC=C2)C3=CC=CC=C3.[Pd] (tetrakis(triphenylphosphine)palladium(O)). Solvent: COCCOC (ethylene glycol dimethyl ether), O (water). Yields the product FC1=C(C=CC=C1)C1=NC2=CC=CC=C2C=C1 (2-(2-fluorophenyl)quinoline). The yield is 95.6%. Reaction SMILES: Cl[C:2]1[CH:11]=[CH:10][C:9]2[C:4](=[CH:5][CH:6]=[CH:7][CH:8]=2)[N:3]=1.[F:12][C:13]1[CH:18]=[CH:17][CH:16]=[CH:15][C:14]=1B(O)O.C([O-])([O-])=O.[K+].[K+]>COCCOC.O.C1C=CC(P(C2C=CC=CC=2)C2C=CC=CC=2)=CC=1.C1C=CC(P(C2C=CC=CC=2)C2C=CC=CC=2)=CC=1.C1C=CC(P(C2C=CC=CC=2)C2C=CC=CC=2)=CC=1.C1C=CC(P(C2C=CC=CC=2)C2C=CC=CC=2)=CC=1.[Pd]>[F:12][C:13]1[CH:18]=[CH:17][CH:16]=[CH:15][C:14]=1[C:2]1[CH:11]=[CH:10][C:9]2[C:4](=[CH:5][CH:6]=[CH:7][CH:8]=2)[N:3]=1 |f:2.3.4,7.8.9.10.11|. Procedure details: 2-Chloroquinoline (4.9 g, 30 mmol), 2-fluorophenylboronic acid (5.0 g, 36 mmol) and K2CO3 (12 g) were dissolved in the solvent mixture of 50 mL ethylene glycol dimethyl ether and 75 mL water. To the stirred solution was added 1.7 g tetrakis(triphenylphosphine)palladium(O) and the mixture refluxed under N2 for 20 hours. The reaction mixture was cooled and the water extracted with methylene chloride three times. The combined organic phase was washed with portions of brine. The organic layer was th... Reactants: C(C)C1=CN=C(S1)NC(=O)C(=O)OCC (Ethyl 5-ethylthiazol-2-ylcarbamoylcarboxylate), C([O-])([O-])=O.[K+].[K+] (potassium carbonate), O (water), C(C)O (ethanol). Solvent: C(Cl)(Cl)Cl (chloroform). Conditions: time 10 minute. Yields the product C(C)C1=CN=C(S1)NC(=O)C(=O)O (5-Ethylthiazol-2-ylcarbamoylcarboxylic Acid). As a reaction SMILES: [CH2:1]([C:3]1[S:7][C:6]([NH:8][C:9]([C:11]([O:13]CC)=[O:12])=[O:10])=[N:5][CH:4]=1)[CH3:2].C(=O)([O-])[O-].[K+].[K+].O.C(O)C>C(Cl)(Cl)Cl>[CH2:1]([C:3]1[S:7][C:6]([NH:8][C:9]([C:11]([OH:13])=[O:12])=[O:10])=[N:5][CH:4]=1)[CH3:2] |f:1.2.3|. Procedure details: Ethyl 5-ethylthiazol-2-ylcarbamoylcarboxylate (685 mg., 3 mmoles), 1 N potassium carbonate (3 ml., 3 equivalents), water (22 ml.) and ethanol (2--3 ml.) were heated on a steam bath. After 10 minutes, dissolution was nearly complete. After an additional 15 minutes, tlc (chloroform-5% acetic acid) indicated reaction was complete. The cooled reaction mixture was filtered, and crude product (380 mg.) precipitated from the filtrate by acidification with acetic acid. Recrystallization of the crude fro... Reactants: ClC=1N=NC(=CC1)C1=CC(=CC=C1)F (3-chloro-6-(m-fluorophenyl)pyridazine), C(=O)NN (formylhydrazine). Solvent: C(CCC)O (n-butanol). Yields the product FC=1C=C(C=CC1)C=1C=CC=2N(N1)C=NN2 (6-(m-fluorophenyl)-1,2,4-triazolo-[4,3-b]pyridazine). RXN SMILES: Cl[C:2]1[N:3]=[N:4][C:5]([C:8]2[CH:13]=[CH:12][CH:11]=[C:10]([F:14])[CH:9]=2)=[CH:6][CH:7]=1.[CH:15]([NH:17][NH2:18])=O>C(O)CCC>[F:14][C:10]1[CH:9]=[C:8]([C:5]2[CH:6]=[CH:7][C:2]3[N:3]([CH:15]=[N:17][N:18]=3)[N:4]=2)[CH:13]=[CH:12][CH:11]=1. Reported procedure: A mixture of 3.6 g. of 3-chloro-6-(m-fluorophenyl)pyridazine and 2.06 g. of formylhydrazine in 50 ml. of n-butanol is refluxed for 48 hr. and worked up as in Example 35 to give the product as crystals, m.p. 159°-161° C.